This data is from the Open Reaction Database (ORD), a public repository of structured organic reaction records. The task is: describe an organic reaction: reactants, conditions, products, and yield The reactants are C(C1=CC=CC=C1)C=1OC2=C(C1C1=CC=C(C=C1)C1=CC(=C(C=C1)O)C1=CC=C(C=C1)OC)C=CC=C2 (4-(2-benzyl-benzofuran-3-yl)-4″-methoxy-[1,1′;3′,1″]terphenyl-4′-ol), COC([C@@H](O)CC1=CC=CC=C1)=O ((S)-(−)-3-phenyllactic acid methyl ester). The product is C(C1=CC=CC=C1)C=1OC2=C(C1C1=CC=C(C=C1)C1=CC(=C(C=C1)O[C@H](C(=O)O)CC1=CC=CC=C1)C1=CC=C(C=C1)OC)C=CC=C2 ((2S)-2-[4-(2-benzyl-benzofuran-3-yl)-4″-methoxy-[1,1′;3′,1″]terphenyl-4′-yloxy]-3-phenyl-propionic acid). As a reaction SMILES: [CH2:1]([C:8]1[O:9][C:10]2[CH:37]=[CH:36][CH:35]=[CH:34][C:11]=2[C:12]=1[C:13]1[CH:18]=[CH:17][C:16]([C:19]2[CH:24]=[CH:23][C:22]([OH:25])=[C:21]([C:26]3[CH:31]=[CH:30][C:29]([O:32][CH3:33])=[CH:28][CH:27]=3)[CH:20]=2)=[CH:15][CH:14]=1)[C:2]1[CH:7]=[CH:6][CH:5]=[CH:4][CH:3]=1.C[O:39][C:40](=[O:50])[C@H:41]([CH2:43][C:44]1[CH:49]=[CH:48][CH:47]=[CH:46][CH:45]=1)O>>[CH2:1]([C:8]1[O:9][C:10]2[CH:37]=[CH:36][CH:35]=[CH:34][C:11]=2[C:12]=1[C:13]1[CH:14]=[CH:15][C:16]([C:19]2[CH:24]=[CH:23][C:22]([O:25][C@@H:41]([CH2:43][C:44]3[CH:49]=[CH:48][CH:47]=[CH:46][CH:45]=3)[C:40]([OH:50])=[O:39])=[C:21]([C:26]3[CH:27]=[CH:28][C:29]([O:32][CH3:33])=[CH:30][CH:31]=3)[CH:20]=2)=[CH:17][CH:18]=1)[C:2]1[CH:3]=[CH:4][CH:5]=[CH:6][CH:7]=1. Reported procedure: The title compound was prepared from 4-(2-benzyl-benzofuran-3-yl)-4″-methoxy-[1,1′;3′,1″]terphenyl-4′-ol, and (S)-(−)-3-phenyllactic acid methyl ester, in substantially the same manner, as described in Example 1, steps g-h , and was obtained as a white solid, mp 73-75° C.; MS m/e 629 (M−H)+; The reactants are C(C)(=O)O.FC1=C(C=C(C=C1OCCO)OC)[C@@H](C1=NN(C(N1)=O)C1=NC=CC=N1)NC1=CC=C(C(=N)N)C=C1 ((S)-4-({[2-fluoro-3-(2-hydroxyethoxy)-5-methoxyphenyl]-(5-oxo-1-pyrimidin-2-yl-4,5-dihydro-1H-[1,2,4]triazol-3-yl)methyl}amino)benzamidine acetate), BrCCCO[Si](C)(C)C(C)(C)C ((3-bromopropoxy)-t-butyldimethylsilane). Yields the product C(C)(=O)O.FC1=C(C=C(C=C1OCCCO)OC)[C@@H](C1=NN(C(N1)=O)C1=NC=CC=N1)NC1=CC=C(C(=N)N)C=C1 ((S)-4-{[[2-Fluoro-3-(3-hydroxypropoxy)-5-methoxyphenyl]-(5-oxo-1-pyrimidin-2-yl-4,5-dihydro-1H-[1,2,4]triazol-3-yl)methyl]amino}benzamidine acetate). Reaction SMILES: [C:1]([OH:4])(=[O:3])[CH3:2].[F:5][C:6]1[C:11]([O:12][CH2:13]CO)=[CH:10][C:9]([O:16][CH3:17])=[CH:8][C:7]=1[C@H:18]([NH:31][C:32]1[CH:40]=[CH:39][C:35]([C:36]([NH2:38])=[NH:37])=[CH:34][CH:33]=1)[C:19]1[NH:23][C:22](=[O:24])[N:21]([C:25]2[N:30]=[CH:29][CH:28]=[CH:27][N:26]=2)[N:20]=1.BrC[CH2:43][CH2:44][O:45][Si](C(C)(C)C)(C)C>>[C:1]([OH:4])(=[O:3])[CH3:2].[F:5][C:6]1[C:11]([O:12][CH2:13][CH2:43][CH2:44][OH:45])=[CH:10][C:9]([O:16][CH3:17])=[CH:8][C:7]=1[C@H:18]([NH:31][C:32]1[CH:33]=[CH:34][C:35]([C:36]([NH2:38])=[NH:37])=[CH:39][CH:40]=1)[C:19]1[NH:23][C:22](=[O:24])[N:21]([C:25]2[N:26]=[CH:27][CH:28]=[CH:29][N:30]=2)[N:20]=1 |f:0.1,3.4|. Procedure details: The same procedure was carried out as in Examples (153a) to (153b), except that (3-bromopropoxy)-t-butyldimethylsilane was used instead of 2-(2-bromoethoxy)tetrahydro-2H-pyran in Example (153a), to give the first eluting enantiomer of the title compound. Reactants: FC1=CC(C(C(=C1)C)O)(N=NC1=C(C=CC=C1)O)C1=CC=CC=C1 (4-fluoro-6-methyl-2-phenylazophenol). Reagents/catalysts: [Pd] (Pd). Run in C(C)(=O)OCC (ethyl acetate). Run at time 17.5 hour. Product: NC1=C(C(=CC(=C1)F)C)O (2-Amino-4-fluoro-6-methylphenol). Yield: 90.7%. RXN SMILES: [F:1][C:2]1[CH:7]=[C:6]([CH3:8])[CH:5]([OH:9])[C:4](C2C=CC=CC=2)([N:10]=NC2C=CC=CC=2O)[CH:3]=1>C(OCC)(=O)C.[Pd]>[NH2:10][C:4]1[CH:3]=[C:2]([F:1])[CH:7]=[C:6]([CH3:8])[C:5]=1[OH:9]. Procedure: A mixture of 5.75 g (25 mmoles) of 4-fluoro-6-methyl-2-phenylazophenol (B1) and 1.1 g of 5% Pd/c in ethyl acetate was shaken in a Parr shaker under hydrogen at room temperature for 17.5 hours. The reaction mixture was filtered through celite and the filtrate concentrated to an oil which was purified on silica gel eluting with hexane-ethyl acetate, giving 3.2 g of a white solid: m.p. 97° C. (dec). The reactants are CC1=CC(N(O1)C1=C(C=C(C=C1)C(F)(F)F)[N+](=O)[O-])=O (5-methyl-2-(4-trifluoromethyl-2-nitrophenyl)-4-isoxazolin-3-one), Cl (hydrogen chloride), C=O (paraformaldehyde), S(O)(O)(=O)=O (sulfuric acid), C(C)(=O)O (acetic acid), Cl (hydrogen chloride), ice water. The reagents and catalysts are [Cl-].[Zn+2].[Cl-] (zinc chloride). Product: ClCC=1C(N(OC1C)C1=C(C=C(C=C1)C(F)(F)F)[N+](=O)[O-])=O (4-chloromethyl-5-methyl-2-(4-trifluoromethyl-2-nitrophenyl)-4-isoxazolin-3-one). Yield: 57.0%. As a reaction SMILES: C[C:2]1O[N:5]([C:7]2[CH:12]=[CH:11][C:10]([C:13]([F:16])([F:15])[F:14])=[CH:9][C:8]=2[N+:17]([O-:19])=[O:18])[C:4](=[O:20])[CH:3]=1.C=O.S(=O)(=O)(O)O.[ClH:28].[C:29]([OH:32])(=O)[CH3:30]>[Cl-].[Zn+2].[Cl-]>[Cl:28][CH2:2][C:3]1[C:4](=[O:20])[N:5]([C:7]2[CH:12]=[CH:11][C:10]([C:13]([F:16])([F:15])[F:14])=[CH:9][C:8]=2[N+:17]([O-:19])=[O:18])[O:32][C:29]=1[CH3:30] |f:5.6.7|. Reported procedure: After mixing 165 g (0.573) of 5-methyl-2-(4-trifluoromethyl-2-nitrophenyl)-4-isoxazolin-3-one prepared in the above step, 156.2 g of zinc chloride, 206.3 g of paraformaldehyde, and 5 ml of sulfuric acid, 400 ml of acetic acid was added to the mixture followed by stirring. The reaction system was saturated with hydrogen chloride gas at room temperature and the mixture was refluxed for 8 hours while blowing hydrogen chloride gas into the system. Thereafter, the reaction mixture was cooled and pour... The reactants are CS(=O)(=O)OCC1CCOCC1, CC1(C(=O)c2c[nH]c3ccccc23)CC1(Cl)Cl, [H-], [Na+], CN(C)C=O. Yields the product CC1(C(=O)c2cn(CC3CCOCC3)c3ccccc23)CC1(Cl)Cl. RXN SMILES: [CH3:18][S:19]([O:20][CH2:23][CH:24]1[CH2:25][CH2:26][O:27][CH2:28][CH2:29]1)(=[O:21])=[O:22].[Cl:1][C:2]1([Cl:17])[C:3]([CH3:5])([C:6](=[O:7])[c:8]2[cH:9][nH:10][c:11]3[cH:12][cH:13][cH:14][cH:15][c:16]23)[CH2:4]1.[H-:31].[Na+:30].[O:32]=[CH:33][N:34]([CH3:35])[CH3:36]>>[Cl:1][C:2]1([Cl:17])[C:3]([CH3:5])([C:6](=[O:7])[c:8]2[cH:9][n:10]([CH2:23][CH:24]3[CH2:25][CH2:26][O:27][CH2:28][CH2:29]3)[c:11]3[cH:12][cH:13][cH:14][cH:15][c:16]23)[CH2:4]1.